Dataset: the Open Reaction Database (ORD), a public repository of structured organic reaction records. Task: describe an organic reaction: reactants, conditions, products, and yield Starting materials: [BH4-], CCOC(=O)C(C)(C)C(=O)c1ccc(OCc2cc(C)nc3ccccc23)cc1, CO, [Na+]. Product: CCOC(=O)C(C)(C)C(O)c1ccc(OCc2cc(C)nc3ccccc23)cc1. RXN SMILES: [BH4-:1].[CH2:3]([CH3:4])[O:5][C:6]([C:7]([C:8](=[O:9])[c:10]1[cH:11][cH:12][c:13]([O:16][CH2:17][c:18]2[cH:19][c:20]([CH3:28])[n:21][c:22]3[cH:23][cH:24][cH:25][cH:26][c:27]23)[cH:14][cH:15]1)([CH3:29])[CH3:30])=[O:31].[CH3:32][OH:33].[Na+:2]>>[CH2:3]([CH3:4])[O:5][C:6]([C:7]([CH:8]([OH:9])[c:10]1[cH:11][cH:12][c:13]([O:16][CH2:17][c:18]2[cH:19][c:20]([CH3:28])[n:21][c:22]3[cH:23][cH:24][cH:25][cH:26][c:27]23)[cH:14][cH:15]1)([CH3:29])[CH3:30])=[O:31]. RXN SMILES: [CH3:33][N:34]1[CH2:35][CH2:36][CH2:37][C:38]1=[O:39].[Cu:30][C:31]#[N:32].[I:1][c:2]1[cH:3][cH:4][c:5]([N:8]2[CH2:9][CH2:10][c:11]3[c:12]([O:17][CH:18]4[CH2:19][CH2:20][N:21]([C:24](=[O:25])[O:26][CH:27]([CH3:28])[CH3:29])[CH2:22][CH2:23]4)[cH:13][cH:14][cH:15][c:16]32)[cH:6][cH:7]1>>[c:2]1([C:31]#[N:32])[cH:3][cH:4][c:5]([N:8]2[CH2:9][CH2:10][c:11]3[c:12]([O:17][CH:18]4[CH2:19][CH2:20][N:21]([C:24](=[O:25])[O:26][CH:27]([CH3:28])[CH3:29])[CH2:22][CH2:23]4)[cH:13][cH:14][cH:15][c:16]32)[cH:6][cH:7]1. Yields the product CC(C)OC(=O)N1CCC(Oc2cccc3c2CCN3c2ccc(C#N)cc2)CC1. Reactants: CN1CCCC1=O, N#C[Cu], CC(C)OC(=O)N1CCC(Oc2cccc3c2CCN3c2ccc(I)cc2)CC1. The reactants are N#Cc1ccccc1CBr, CC(C)=O, [N-]=[N+]=[N-], [Na+]. Yields the product N#Cc1ccccc1CN=[N+]=[N-]. Reaction SMILES: [Br:1][CH2:2][c:3]1[c:4]([C:5]#[N:6])[cH:7][cH:8][cH:9][cH:10]1.[CH3:15][C:16](=[O:17])[CH3:18].[N-:12]=[N+:13]=[N-:14].[Na+:11]>>[CH2:2]([c:3]1[c:4]([C:5]#[N:6])[cH:7][cH:8][cH:9][cH:10]1)[N:12]=[N+:13]=[N-:14]. The reactants are CCCOCC(CCCO)OC(C)=O, CC(C)=O, [I-], [Na+], Cc1ccc(S(=O)(=O)O)cc1. The product is CCCOCC(CCCI)OC(C)=O. Reaction SMILES: [C:12]([CH3:13])(=[O:14])[O:15][CH:16]([CH2:17][CH2:18][CH2:19][OH:20])[CH2:21][O:22][CH2:23][CH2:24][CH3:25].[CH3:28][C:29](=[O:30])[CH3:31].[I-:27].[Na+:26].[OH:1][S:2]([c:3]1[cH:4][cH:5][c:6]([CH3:7])[cH:8][cH:9]1)(=[O:10])=[O:11]>>[C:12]([CH3:13])(=[O:14])[O:15][CH:16]([CH2:17][CH2:18][CH2:19][I:27])[CH2:21][O:22][CH2:23][CH2:24][CH3:25].